This data is from the Open Reaction Database (ORD), a public repository of structured organic reaction records. The task is: describe an organic reaction: reactants, conditions, products, and yield Reactants: Br(=O)(=O)[O-].[K+] (potassium bromate), CC1=C(C=CC=C1[N+](=O)[O-])[N+](=O)[O-] (2-methyl-1,3-dinitro-benzene), ice. Run in S(O)(O)(=O)=O.O (sulfuric acid water). Reaction conditions: temperature 80 celsius, time 2 hour. The product is BrC=1C=C(C(=C(C1)[N+](=O)[O-])C)[N+](=O)[O-] (5-bromo-2-methyl-1,3-dinitro-benzene). Isolated yield 37.0%. Reaction SMILES: [CH3:1][C:2]1[C:7]([N+:8]([O-:10])=[O:9])=[CH:6][CH:5]=[CH:4][C:3]=1[N+:11]([O-:13])=[O:12].[Br:14]([O-])(=O)=O.[K+]>S(=O)(=O)(O)O.O>[Br:14][C:5]1[CH:4]=[C:3]([N+:11]([O-:13])=[O:12])[C:2]([CH3:1])=[C:7]([N+:8]([O-:10])=[O:9])[CH:6]=1 |f:1.2,3.4|. Reported procedure: To a mixture of 2-methyl-1,3-dinitro-benzene (10 g) and 1:1 concentrated sulfuric acid-water (100 mL) at 80° C. was added potassium bromate (10.1 g) portionwise over 2-21/2 hr. The mixture was stirred at 80° C. for an additional 2 hr and cooled to room temperature. The mixture was poured into 500 g ice and then extracted with diethyl ether (300 mL). The ether layer was washed with 10% sodium bicarbonate solution (250 mL), brine and dried over magnesium sulfate. After evaporation of the solvent, ... The reactants are [C+4], CCn1cc(-c2ccnc3c2cc(C2=CCN(C(=O)OC(C)(C)C)CC2)n3S(=O)(=O)c2ccccc2)c(-c2ccc([N+](=O)[O-])cc2)n1, CCOC(C)=O, [OH-], [OH-], [OH-], [OH-], [OH-], [OH-], [Pd+2]. Product: CCn1cc(-c2ccnc3c2cc(C2=CCN(C(=O)OC(C)(C)C)CC2)n3S(=O)(=O)c2ccccc2)c(-c2ccc(N)cc2)n1. Reaction SMILES: [C+4:54].[CH2:1]([CH3:2])[n:3]1[n:4][c:5](-[c:39]2[cH:40][cH:41][c:42]([N+:45]([O-:46])=[O:47])[cH:43][cH:44]2)[c:6](-[c:8]2[c:9]3[c:10]([n:11][cH:12][cH:13]2)[n:14]([S:30](=[O:31])(=[O:32])[c:33]2[cH:34][cH:35][cH:36][cH:37][cH:38]2)[c:15]([C:17]2=[CH:22][CH2:21][N:20]([C:23](=[O:24])[O:25][C:26]([CH3:27])([CH3:28])[CH3:29])[CH2:19][CH2:18]2)[cH:16]3)[cH:7]1.[CH3:48][CH2:49][O:50][C:51](=[O:52])[CH3:53].[OH-:55].[OH-:57].[OH-:58].[OH-:59].[OH-:60].[OH-:61].[Pd+2:56]>>[CH2:1]([CH3:2])[n:3]1[n:4][c:5](-[c:39]2[cH:40][cH:41][c:42]([NH2:45])[cH:43][cH:44]2)[c:6](-[c:8]2[c:9]3[c:10]([n:11][cH:12][cH:13]2)[n:14]([S:30](=[O:31])(=[O:32])[c:33]2[cH:34][cH:35][cH:36][cH:37][cH:38]2)[c:15]([C:17]2=[CH:22][CH2:21][N:20]([C:23](=[O:24])[O:25][C:26]([CH3:27])([CH3:28])[CH3:29])[CH2:19][CH2:18]2)[cH:16]3)[cH:7]1.